From a dataset of the Open Reaction Database (ORD), a public repository of structured organic reaction records. describe an organic reaction: reactants, conditions, products, and yield Reported procedure: In a 50 mL round-bottom flask was added 2-bromoacetic acid (1.87 g, 13.5 mmol), N,N-diisopropylcarbodiimide (860 mg, 6.8 mmol) and 10 mL DCM. To this mixture was added 3-amino-N-(3-(3,5-dimethoxyphenylamino) quinoxalin-2-yl)benzenesulfonamide (2.03 g, 4.5 mmol), prepared using procedures similar to those in Example 168. The reaction was stirred overnight at room temperature. Complete consumption of the starting aniline was confirmed by LCMS. The solvent was evaporated off to yield the crude prod... Yields the product BrCC(=O)NC1=CC(=CC=C1)S(NC1=NC2=CC=CC=C2N=C1NC1=CC(=CC(=C1)OC)OC)(=O)=O (2-Bromo-N-(3-(N-(3-(3,5-dimethoxyphenylamino)quinoxalin-2-yl)sulfamoyl)phenyl)acetamide). Starting materials: BrCC(=O)O (2-bromoacetic acid), CC(C)N=C=NC(C)C (N,N-diisopropylcarbodiimide), NC=1C=C(C=CC1)S(=O)(=O)NC1=NC2=CC=CC=C2N=C1NC1=CC(=CC(=C1)OC)OC (3-amino-N-(3-(3,5-dimethoxyphenylamino) quinoxalin-2-yl)benzenesulfonamide). Reaction conditions: time 8 hour. As a reaction SMILES: [Br:1][CH2:2][C:3]([OH:5])=O.CC(N=C=NC(C)C)C.[NH2:15][C:16]1[CH:17]=[C:18]([S:22]([NH:25][C:26]2[C:35]([NH:36][C:37]3[CH:42]=[C:41]([O:43][CH3:44])[CH:40]=[C:39]([O:45][CH3:46])[CH:38]=3)=[N:34][C:33]3[C:28](=[CH:29][CH:30]=[CH:31][CH:32]=3)[N:27]=2)(=[O:24])=[O:23])[CH:19]=[CH:20][CH:21]=1>C(Cl)Cl>[Br:1][CH2:2][C:3]([NH:15][C:16]1[CH:21]=[CH:20][CH:19]=[C:18]([S:22](=[O:23])(=[O:24])[NH:25][C:26]2[C:35]([NH:36][C:37]3[CH:42]=[C:41]([O:43][CH3:44])[CH:40]=[C:39]([O:45][CH3:46])[CH:38]=3)=[N:34][C:33]3[C:28](=[CH:29][CH:30]=[CH:31][CH:32]=3)[N:27]=2)[CH:17]=1)=[O:5]. Run in C(Cl)Cl (DCM). Reactants: C(C1=CC=CC=C1)(=O)O[C@@H]1[C@H](OC(C1(F)F)O)COC(C1=CC=CC=C1)(C1=CC=CC=C1)C1=CC=CC=C1 ((2R,3R)-4,4-difluoro-5-hydroxy-2-(trityloxymethyl)tetrahydrofuran-3-yl benzoate), C1=CC=C(C=C1)P(C2=CC=CC=C2)C3=CC=CC=C3 (Ph3P), II (I2), N1C=NC=C1 (imidazole). Solvent: ClCCl (dichloromethane), CCCCCC (Hexane), ClCCl (dichloromethane), ClCCl (dichloromethane). Run at time 30 minute. Product: C(C1=CC=CC=C1)(=O)O[C@@H]1[C@H](OC(C1(F)F)I)COC(C1=CC=CC=C1)(C1=CC=CC=C1)C1=CC=CC=C1 ((2R,3R)-4,4-difluoro-5-iodo-2-(trityloxymethyl)tetrahydrofuran-3-yl benzoate). The yield is 113.4%. As a reaction SMILES: [I:1]I.C1C=CC(P(C2C=CC=CC=2)C2C=CC=CC=2)=CC=1.N1C=CN=C1.[C:27]([O:35][C@H:36]1[C:40]([F:42])([F:41])[CH:39](O)[O:38][C@@H:37]1[CH2:44][O:45][C:46]([C:59]1[CH:64]=[CH:63][CH:62]=[CH:61][CH:60]=1)([C:53]1[CH:58]=[CH:57][CH:56]=[CH:55][CH:54]=1)[C:47]1[CH:52]=[CH:51][CH:50]=[CH:49][CH:48]=1)(=[O:34])[C:28]1[CH:33]=[CH:32][CH:31]=[CH:30][CH:29]=1>ClCCl.CCCCCC>[C:27]([O:35][C@H:36]1[C:40]([F:42])([F:41])[CH:39]([I:1])[O:38][C@@H:37]1[CH2:44][O:45][C:46]([C:59]1[CH:64]=[CH:63][CH:62]=[CH:61][CH:60]=1)([C:53]1[CH:58]=[CH:57][CH:56]=[CH:55][CH:54]=1)[C:47]1[CH:52]=[CH:51][CH:50]=[CH:49][CH:48]=1)(=[O:34])[C:28]1[CH:33]=[CH:32][CH:31]=[CH:30][CH:29]=1. Procedure: I2 (0.524 g) and dichloromethane (8 mL) were charged into a round bottom flask in the dark. To this solution was added dropwise a solution of Ph3P (0.634 g) in dichloromethane (8 mL) at ambient temperature. The resulting suspension was stirred at this temperature for 30 minutes and imidazole (0.734 g) was added. After the resulting suspension was stirred for 5 minutes at room temperature, a solution of lactol 8 (0.8 g) in dichloromethane (8 mL) was added dropwise and the resulting solution was s... Reactants: BrC=1C=NC=C(C1)Br (3,5-dibromopyridine), S1C=C(C=C1)B(O)O (3-thiopheneboronic acid), C(=O)([O-])[O-].[Na+].[Na+] (Na2CO3). The reagents and catalysts are C=1C=CC(=CC1)[P](C=2C=CC=CC2)(C=3C=CC=CC3)[Pd]([P](C=4C=CC=CC4)(C=5C=CC=CC5)C=6C=CC=CC6)([P](C=7C=CC=CC7)(C=8C=CC=CC8)C=9C=CC=CC9)[P](C=1C=CC=CC1)(C=1C=CC=CC1)C=1C=CC=CC1 (Pd(PPh3)4). The solvent is O1CCOCC1 (dioxane). Product: BrC=1C=NC=C(C1)C1=CSC=C1 (3-bromo-5-thiophen-3-yl-pyridine). Reaction SMILES: Br[C:2]1[CH:3]=[N:4][CH:5]=[C:6]([Br:8])[CH:7]=1.[S:9]1[CH:13]=[CH:12][C:11](B(O)O)=[CH:10]1.C([O-])([O-])=O.[Na+].[Na+]>O1CCOCC1.C1C=CC([P]([Pd]([P](C2C=CC=CC=2)(C2C=CC=CC=2)C2C=CC=CC=2)([P](C2C=CC=CC=2)(C2C=CC=CC=2)C2C=CC=CC=2)[P](C2C=CC=CC=2)(C2C=CC=CC=2)C2C=CC=CC=2)(C2C=CC=CC=2)C2C=CC=CC=2)=CC=1>[Br:8][C:6]1[CH:5]=[N:4][CH:3]=[C:2]([C:11]2[CH:12]=[CH:13][S:9][CH:10]=2)[CH:7]=1 |f:2.3.4,^1:32,34,53,72|. Procedure details: A deoxygenated solution of 3,5-dibromopyridine (4.00 g, 16.9 mmol, 1 equiv), 3-thiopheneboronic acid (2.38 g, 18.6 mmol, 1.10 equiv), Pd(PPh3)4 (781 mg, 0.676 mmol, 0.0433 equiv), and 2.0 M Na2CO3 (16.9 mL, 33.8 mmol, 2.00 equiv) in dioxane (40 ml) was heated under argon at reflux for 20 h. The reaction mixture was allowed to cool, then partitioned between water (200 mL) and ethyl acetate (2×300 mL). The combined organic layers were dried over sodium sulfate and concentrated. The residue was pur... Starting materials: COC=1C=C2C=CC(=CC2=CC1)C=1OC2=C(C1CCCCC)C=CC=C2 (2-(6-methoxy-naphthalen-2-yl)-3-pentyl-benzofuran), B(Br)(Br)Br (boron tribromide). The product is C(CCCC)C1=C(OC2=C1C=CC=C2)C=2C=C1C=CC(=CC1=CC2)O (6-(3-Pentyl-benzofuran-2-yl)-naphthalen-2-ol). The yield is 64.9%. As a reaction SMILES: C[O:2][C:3]1[CH:4]=[C:5]2[C:10](=[CH:11][CH:12]=1)[CH:9]=[C:8]([C:13]1[O:14][C:15]3[CH:26]=[CH:25][CH:24]=[CH:23][C:16]=3[C:17]=1[CH2:18][CH2:19][CH2:20][CH2:21][CH3:22])[CH:7]=[CH:6]2.B(Br)(Br)Br>>[CH2:18]([C:17]1[C:16]2[CH:23]=[CH:24][CH:25]=[CH:26][C:15]=2[O:14][C:13]=1[C:8]1[CH:9]=[C:10]2[C:5](=[CH:6][CH:7]=1)[CH:4]=[C:3]([OH:2])[CH:12]=[CH:11]2)[CH2:19][CH2:20][CH2:21][CH3:22]. Reported procedure: Following the procedure described in Step 3 of Example 1, the title compound was prepared from 2-(6-methoxy-naphthalen-2-yl)-3-pentyl-benzofuran (8.0 g, 23.3 mmol) and boron tribromide (70 mL of 1 M solution in methylene chloride, 70 mmol). Purification by chromatography on a Biotage apparatus using 4% ethyl acetate in hexane as the mobile phase afforded the title compound as a solid (5.0 g), mp 100-102° C. Mass spectrum (+APCl, [M+H]+) m/z 331. 1HNMR (300 MHz, DMSO-d6): δ9.94 (s, 1H), 8.17 (s, ... The reactants are O=C(NCCC1CC1)c1ccc(N2CCNCC2)nn1, O=C(Cl)c1cc(F)ccc1F. Yields the product O=C(NCCC1CC1)c1ccc(N2CCN(C(=O)c3cc(F)ccc3F)CC2)nn1. As a reaction SMILES: [CH:12]1([CH2:15][CH2:16][NH:17][C:18](=[O:19])[c:20]2[n:21][n:22][c:23]([N:26]3[CH2:27][CH2:28][NH:29][CH2:30][CH2:31]3)[cH:24][cH:25]2)[CH2:13][CH2:14]1.[F:1][c:2]1[c:3]([C:4](=[O:5])[Cl:6])[cH:7][c:8]([F:11])[cH:9][cH:10]1>>[F:1][c:2]1[c:3]([C:4](=[O:5])[N:29]2[CH2:28][CH2:27][N:26]([c:23]3[n:22][n:21][c:20]([C:18]([NH:17][CH2:16][CH2:15][CH:12]4[CH2:13][CH2:14]4)=[O:19])[cH:25][cH:24]3)[CH2:31][CH2:30]2)[cH:7][c:8]([F:11])[cH:9][cH:10]1.